describe an organic reaction: reactants, conditions, products, and yield From a dataset of the Open Reaction Database (ORD), a public repository of structured organic reaction records. Reactants: C(C)C(CNC(OC(C)(C)C)=O)NC1=C(C=CC=C1)O (2-(ethyl)(2-hydroxyphenyl)aminoethylcarbamic acid, 1,1-dimethylethyl ester), C(C)(=O)OC(C)=O (Acetic anhydride), CO.C(Cl)(Cl)Cl (methanol chloroform), Cl (HCl), EtOAc hexanes. Conditions: time 8 hour. Yields the product C(C)C=1C(=C(C=CC1)O)NCCNC(C)=O (3-(ethyl)(2-acetylaminoethyl)aminophenol). Reaction SMILES: C([CH:3]([NH:13][C:14]1[CH:19]=[CH:18][CH:17]=[CH:16][C:15]=1[OH:20])[CH2:4][NH:5][C:6](=[O:12])OC(C)(C)C)C.Cl.[C:22](OC(=O)C)(=O)[CH3:23].CO.[CH:31](Cl)(Cl)Cl>>[CH2:22]([C:19]1[C:14]([NH:13][CH2:3][CH2:4][NH:5][C:6](=[O:12])[CH3:31])=[C:15]([OH:20])[CH:16]=[CH:17][CH:18]=1)[CH3:23] |f:3.4|. Reported procedure: Degassed ethyl acetate (75 ml) was added to 5.5 g (19.6 mmol) 2-(ethyl)(2-hydroxyphenyl)aminoethylcarbamic acid, 1,1-dimethylethyl ester (6). To this was added 50 ml of 3N HCl and the reaction was stirred at ambient temperature overnight. TLC analysis was done using 30% EtOAc/hexanes. The reaction mixture was tranferred to a separatory funnel and extracted with 2×40 ml 1N HCl. The pooled aqueous layers were placed on the rotary evaporator and the volatiles removed. Water was added (about 50 ml) ... Starting materials: OC1=CC=C(C=O)C=C1 (4-hydroxybenzaldehyde), C(=O)N (formamide), C(=O)O (formic acid). Run in O (water). Reaction conditions: temperature 189 celsius. Product: OC1=CC=C(CNC=O)C=C1 (4-hydroxybenzylformamide). Isolated yield 77.4%. As a reaction SMILES: [OH:1][C:2]1[CH:9]=[CH:8][C:5]([CH:6]=O)=[CH:4][CH:3]=1.[CH:10]([NH2:12])=[O:11].C(O)=O>O>[OH:1][C:2]1[CH:9]=[CH:8][C:5]([CH2:6][NH:12][CH:10]=[O:11])=[CH:4][CH:3]=1. Procedure details: 4-hydroxybenzaldehyde (1.22 g or 10 mmol), formamide (22.72 g or 20.03 mL) and formic acid (2.43 g or 2 mL) were placed into a 50 mL round bottom flask equipped with a thermometer, a reflux condenser, a magnetic stirrer and a heating mantle. The reaction mixture was heated to 189° C. The heating was immediately turned off; the reaction flask was quickly raised from the heating mantle and allowed to cool to room temperature. The TLC conducted on the cold reaction mixture confirmed that the reacti... The reactants are O (water), [H-].[Na+] (sodium hydride), N1(N=NC=C1)CCCCC1=CC=C(C=C1)O (4-(4-[1,2,3]triazol-1-yl-butyl)-phenol), ClCC=1C(=NC(=CC1)C1=CC=C(C=C1)OC(F)(F)F)C (3-chloromethyl-2-methyl-6-(4-trifluoromethoxy-phenyl)-pyridine). Run in CN(C=O)C (N,N-dimethylformamide). Run at temperature 0 celsius, time 30 minute. The product is CC1=NC(=CC=C1COC1=CC=C(C=C1)CCCCN1N=NC=C1)C1=CC=C(C=C1)OC(F)(F)F (2-Methyl-3-[4-(4-[1,2,3]triazol-1-yl-butyl)-phenoxymethyl]-6-(4-trifluoromethoxy-phenyl)-pyridine). Yield: 50.3%. Reaction SMILES: [H-].[Na+].[N:3]1([CH2:8][CH2:9][CH2:10][CH2:11][C:12]2[CH:17]=[CH:16][C:15]([OH:18])=[CH:14][CH:13]=2)[CH:7]=[CH:6][N:5]=[N:4]1.Cl[CH2:20][C:21]1[C:22]([CH3:38])=[N:23][C:24]([C:27]2[CH:32]=[CH:31][C:30]([O:33][C:34]([F:37])([F:36])[F:35])=[CH:29][CH:28]=2)=[CH:25][CH:26]=1.O>CN(C)C=O>[CH3:38][C:22]1[C:21]([CH2:20][O:18][C:15]2[CH:14]=[CH:13][C:12]([CH2:11][CH2:10][CH2:9][CH2:8][N:3]3[CH:7]=[CH:6][N:5]=[N:4]3)=[CH:17][CH:16]=2)=[CH:26][CH:25]=[C:24]([C:27]2[CH:28]=[CH:29][C:30]([O:33][C:34]([F:36])([F:37])[F:35])=[CH:31][CH:32]=2)[N:23]=1 |f:0.1|. Reported procedure: 17 mg (0.42 mmol) of 60% sodium hydride were added to at 0° C. to a solution of 91 mg (0.42 mmol) 4-(4-[1,2,3]triazol-1-yl-butyl)-phenol in 6.0 ml N,N-dimethylformamide and stirred for 30 min. at 0° C. 127 mg (0.42 mmol) 3-chloromethyl-2-methyl-6-(4-trifluoromethoxy-phenyl)-pyridine (WO 2005/049573) were given to the reaction mixture and stirring continued at room temperature (r.t.) overnight. After addition of 12 ml water the mixture was stirred for 1 h, the formed precipitate isolated by filtr...